From a dataset of the Open Reaction Database (ORD), a public repository of structured organic reaction records. describe an organic reaction: reactants, conditions, products, and yield As a reaction SMILES: [CH3:26][CH2:27][CH:28]([CH3:29])[CH:30]([NH2:31])[C:32]([OH:33])=[O:34].[CH3:35][CH:36]([CH:37]([C:38](=[O:39])[OH:40])[NH2:41])[CH3:42].[NH2:43][CH:44]([C:45](=[O:46])[OH:47])[CH2:48][CH2:49][C:50](=[O:51])[OH:52].[NH2:53][CH2:54][CH2:55][CH2:56][CH2:57][CH:58]([C:59](=[O:60])[OH:61])[NH2:62].[OH:11][CH2:12][CH2:13][N:14]1[CH2:15][CH2:16][N:17]([CH2:18][CH2:19][S:20]([OH:21])(=[O:22])=[O:23])[CH2:24][CH2:25]1.[OH:1][C:2]([CH2:3][CH2:4][C:5]([C:6](=[O:7])[OH:8])=[O:9])=[O:10]>>[OH:1][CH:27]([CH3:26])[CH:28]([CH3:29])[CH:30]([NH2:31])[C:32]([OH:33])=[O:34]. Product: CC(O)C(C)C(N)C(=O)O. Starting materials: CCC(C)C(N)C(=O)O, CC(C)C(N)C(=O)O, NC(CCC(=O)O)C(=O)O, NCCCCC(N)C(=O)O, O=S(=O)(O)CCN1CCN(CCO)CC1, O=C(O)CCC(=O)C(=O)O.